From a dataset of the Open Reaction Database (ORD), a public repository of structured organic reaction records. describe an organic reaction: reactants, conditions, products, and yield The reactants are CN(C(C1=CN=C(C=C1)NC(CC(C)C)C1=CC=C(C=C1)C1=CC=C(C=C1)C(F)(F)F)=O)CCC(=O)OC(C)(C)C (tert-butyl 3-(N-methyl-6-((3-methyl-1-(4′-(trifluoromethyl)-[1,1′-biphenyl]-4-yl)butyl)amino)nicotinamido)propanoate), C(=O)(C(F)(F)F)O.C(Cl)Cl (TFA DCM), [OH-].[Na+] (NaOH), C(=O)=O.CO (CO2 methanol), FC(C1=CC=C(C=C1)C1=NC=C(C=N1)C=O)(F)F (2(4-(trifluoromethyl)phenyl)pyrimidine-5-carbaldehyde). Run in O (Water). Product: CN(C(C1=CN=C(C=C1)NC(CC(C)C)C1=CC=C(C=C1)C1=CC=C(C=C1)C(F)(F)F)=O)CCC(=O)O (3-(N-methyl-6-((3-methyl-1-(4′-(trifluoromethyl)-[1,1′-biphenyl]-4-yl)butyl)amino)nicotinamido)propanoic acid). The yield is 88.2%. RXN SMILES: [CH3:1][N:2]([CH2:33][CH2:34][C:35]([O:37]C(C)(C)C)=[O:36])[C:3](=[O:32])[C:4]1[CH:9]=[CH:8][C:7]([NH:10][CH:11]([C:16]2[CH:21]=[CH:20][C:19]([C:22]3[CH:27]=[CH:26][C:25]([C:28]([F:31])([F:30])[F:29])=[CH:24][CH:23]=3)=[CH:18][CH:17]=2)[CH2:12][CH:13]([CH3:15])[CH3:14])=[N:6][CH:5]=1.C(=O)=O.CO.FC(F)(F)C1C=CC(C2N=CC(C=O)=CN=2)=CC=1.C(O)(C(F)(F)F)=O.C(Cl)Cl.[OH-].[Na+]>O>[CH3:1][N:2]([CH2:33][CH2:34][C:35]([OH:37])=[O:36])[C:3](=[O:32])[C:4]1[CH:9]=[CH:8][C:7]([NH:10][CH:11]([C:16]2[CH:21]=[CH:20][C:19]([C:22]3[CH:23]=[CH:24][C:25]([C:28]([F:29])([F:30])[F:31])=[CH:26][CH:27]=3)=[CH:18][CH:17]=2)[CH2:12][CH:13]([CH3:15])[CH3:14])=[N:6][CH:5]=1 |f:1.2,4.5,6.7|. Procedure: The title compound is obtained by a method analogous to the one described for example 1.23 except tert-butyl 3-(N-methyl-6-((3-methyl-1-(4′-(trifluoromethyl)-[1,1′-biphenyl]-4-yl)butyl)amino)nicotinamido)propanoate used in the synthesis was resolved by chiral chromatography; Column: Chiralpak AD-H. Dimensions: 10 mm×250 cm. Mobile Phase: 65/35 CO2/methanol. Flow Rate: 10 mL/min. Modifier: none. Retention time: 4.23 min (peak 1), 6.81 min. (peak 2; >99% ee). Peak 2 (1.15 g, 2.02 mmol) was then de... Reactants: COC(=O)c1ccccc1N, COC1CCC(OC)O1, COC(=O)c1ccccc1-n1cccc1, CC(=O)O, [K], [Na+], [OH-], c1ccc2c(c1)Cc1cccn1-2. Yields the product O=C(O)c1ccccc1-n1cccc1. Reaction SMILES: [C:13]([O:14][CH3:15])(=[O:16])[c:17]1[c:18]([NH2:23])[cH:19][cH:20][cH:21][cH:22]1.[CH3:24][O:25][CH:26]1[CH2:27][CH2:28][CH:29]([O:30][CH3:31])[O:32]1.[CH3:33][O:34][C:35](=[O:36])[c:37]1[c:38](-[n:43]2[cH:44][cH:45][cH:46][cH:47]2)[cH:39][cH:40][cH:41][cH:42]1.[CH3:51][C:52](=[O:53])[OH:54].[K:48].[Na+:50].[OH-:49].[cH:1]1[cH:2][cH:3][n:4]2[c:12]1[CH2:11][c:10]1[c:5]-2[cH:6][cH:7][cH:8][cH:9]1>>[O:34]=[C:35]([OH:36])[c:37]1[c:38](-[n:43]2[cH:44][cH:45][cH:46][cH:47]2)[cH:39][cH:40][cH:41][cH:42]1. Reactants: CCOC(=O)C1CCN(CCc2nc3c(F)cccc3[nH]2)CC1, CCO, [Na+], [OH-]. Yields the product O=C(O)C1CCN(CCc2nc3c(F)cccc3[nH]2)CC1. As a reaction SMILES: [CH2:1]([CH3:2])[O:3][C:4](=[O:5])[CH:6]1[CH2:7][CH2:8][N:9]([CH2:12][CH2:13][c:14]2[n:15][c:16]3[c:17]([nH:18]2)[cH:19][cH:20][cH:21][c:22]3[F:23])[CH2:10][CH2:11]1.[CH3:26][CH2:27][OH:28].[Na+:25].[OH-:24]>>[O:3]=[C:4]([OH:5])[CH:6]1[CH2:7][CH2:8][N:9]([CH2:12][CH2:13][c:14]2[n:15][c:16]3[c:17]([nH:18]2)[cH:19][cH:20][cH:21][c:22]3[F:23])[CH2:10][CH2:11]1. Starting materials: COc1cc(N)ccc1F, [I-], [K+], O=N[O-], [Na+], O, O=S(=O)(O)O. Product: COc1cc(I)ccc1F. RXN SMILES: [F:1][c:2]1[c:3]([O:9][CH3:10])[cH:4][c:5]([NH2:8])[cH:6][cH:7]1.[I-:16].[K+:15].[N:11]([O-:12])=[O:13].[Na+:14].[OH2:17].[S:18](=[O:19])(=[O:20])([OH:21])[OH:22]>>[F:1][c:2]1[c:3]([O:9][CH3:10])[cH:4][c:5]([I:16])[cH:6][cH:7]1. The reactants are COCC1C([C@@H]1CO)(C1=CC(=CC(=C1)C(C)C)C(C)C)C ((±)-[(R)-3-Methoxymethyl-2-methyl-2-(3,5-diisopropyl-phenyl)-cyclopropyl]-methanol), Intermediate 38, C(C)I (ethyl iodide). The product is C(C)OCC1C([C@H]1CO)(C1=CC(=CC(=C1)C(C)C)C(C)C)C ((±)-[(S)-3-Ethoxymethyl-2-methyl-2-(3,5-diisopropyl-phenyl)-cyclopropyl]-methanol). Isolated yield 77.0%. RXN SMILES: [CH3:1][O:2][CH2:3][CH:4]1[C@@H:6]([CH2:7][OH:8])[C:5]1([CH3:21])[C:9]1[CH:14]=[C:13]([CH:15]([CH3:17])[CH3:16])[CH:12]=[C:11]([CH:18]([CH3:20])[CH3:19])[CH:10]=1.[CH2:22](I)C>>[CH2:1]([O:2][CH2:3][CH:4]1[C@H:6]([CH2:7][OH:8])[C:5]1([CH3:21])[C:9]1[CH:10]=[C:11]([CH:18]([CH3:20])[CH3:19])[CH:12]=[C:13]([CH:15]([CH3:16])[CH3:17])[CH:14]=1)[CH3:22]. Procedure details: Following a procedure similar to that for the preparation of Intermediate 39 but using Intermediate 38 as the starting material and ethyl iodide as alkylating reagent yielded the title compound (89 mg, 77% yield) as a colorless oil: